From a dataset of the Open Reaction Database (ORD), a public repository of structured organic reaction records. describe an organic reaction: reactants, conditions, products, and yield Starting materials: COC=1C=C(C=CC1)OB(O)O (3-methoxyphenylboric acid), BrC1=CC=C(S1)S(=O)(=O)N1C=CC=C1 (N-(5-bromothiophene-2-sulfonyl)pyrrole). Yields the product COC=1C=C(C=CC1)C1=CC=C(S1)S(=O)(=O)N1C=CC=C1 (N-[5-(3-methoxyphenyl)thiophene-2-sulfonyl]pyrrole). The yield is 93.0%. As a reaction SMILES: [CH3:1][O:2][C:3]1[CH:4]=[C:5](OB(O)O)[CH:6]=[CH:7][CH:8]=1.Br[C:14]1[S:18][C:17]([S:19]([N:22]2[CH:26]=[CH:25][CH:24]=[CH:23]2)(=[O:21])=[O:20])=[CH:16][CH:15]=1>>[CH3:1][O:2][C:3]1[CH:4]=[C:5]([C:14]2[S:18][C:17]([S:19]([N:22]3[CH:26]=[CH:25][CH:24]=[CH:23]3)(=[O:20])=[O:21])=[CH:16][CH:15]=2)[CH:6]=[CH:7][CH:8]=1. Procedure details: N-[5-(3-methoxyphenyl)thiophene-2-sulfonyl]pyrrole was prepared in the same manner as described in Example 32C from 3-methoxyphenylboric acid and N-(5-bromothiophene-2-sulfonyl)pyrrole in 93% yield. This was purified by recrystallization using hexane/ethyl acetate as solvent. The reactants are CC(C)([O-])C.[K+] (potassium tert-butoxide), C(=O)C1=C(NC(=C1C)C)C(=O)OC (methyl 3-formyl-4,5-dimethylpyrrole-2-carboxylate), ClCC=CC (1-chloro-2-butene), ice water, ClCC=CC (1-chloro-2-butene). Reagents/catalysts: C1COCCOCCOCCOCCOCCO1 (18-crown-6). Run in O1CCCC1 (tetrahydrofuran). Run at time 45 minute. The product is C(C=CC)N1C(=C(C(=C1C)C)C=O)C(=O)OC (methyl 1-(2-butenyl)-3-formyl-4,5-dimethylpyrrole-2-carboxylate). Isolated yield 96.5%. Reaction SMILES: CC(C)([O-])C.[K+].[CH:7]([C:9]1[C:13]([CH3:14])=[C:12]([CH3:15])[NH:11][C:10]=1[C:16]([O:18][CH3:19])=[O:17])=[O:8].Cl[CH2:21][CH:22]=[CH:23][CH3:24]>O1CCCC1.C1OCCOCCOCCOCCOCCOC1>[CH2:21]([N:11]1[C:12]([CH3:15])=[C:13]([CH3:14])[C:9]([CH:7]=[O:8])=[C:10]1[C:16]([O:18][CH3:19])=[O:17])[CH:22]=[CH:23][CH3:24] |f:0.1|. Procedure details: 2.21 g (0.0199 mole) of potassium tert-butoxide were added to a solution of 3.60 g (0.0199 mole) of methyl 3-formyl-4,5-dimethylpyrrole-2-carboxylate and 0.36 g (0.0014 mole) of 18-crown-6 in 220 ml of tetrahydrofuran and the resulting mixture was stirred at room temperature for 45 minutes. 3.60 g (0.0398 mole) of 1-chloro-2-butene (a mixture of cis and trans isomers) was added to the mixture and heated under reflux for 7 hours. 1.80 g (0.0199 mole) of 1-chloro-2-butene were then added thereto a... Reactants: C1CCOC1, CCO, CCOC(=O)CC(Cc1ccccc1)C(F)(F)F, [Na+], [OH-]. Product: O=C(O)CC(Cc1ccccc1)C(F)(F)F. As a reaction SMILES: [CH2:21]1[O:22][CH2:23][CH2:24][CH2:25]1.[CH3:26][CH2:27][OH:28].[F:1][C:2]([CH:3]([CH2:4][C:5](=[O:6])[O:7][CH2:8][CH3:9])[CH2:10][c:11]1[cH:12][cH:13][cH:14][cH:15][cH:16]1)([F:17])[F:18].[Na+:20].[OH-:19]>>[F:1][C:2]([CH:3]([CH2:4][C:5](=[O:6])[OH:7])[CH2:10][c:11]1[cH:12][cH:13][cH:14][cH:15][cH:16]1)([F:17])[F:18].